This data is from the Open Reaction Database (ORD), a public repository of structured organic reaction records. The task is: describe an organic reaction: reactants, conditions, products, and yield The reactants are O=C(Cl)CCl, CC(C)(C)c1cc(N)n[nH]1, O, c1ccccc1. The product is CC(C)(C)c1cc(NC(=O)CCl)n[nH]1. RXN SMILES: [Cl:11][CH2:12][C:13](=[O:14])[Cl:15].[NH2:1][c:2]1[n:3][nH:4][c:5]([C:7]([CH3:8])([CH3:9])[CH3:10])[cH:6]1.[OH2:16].[cH:17]1[cH:18][cH:19][cH:20][cH:21][cH:22]1>>[NH:1]([c:2]1[n:3][nH:4][c:5]([C:7]([CH3:8])([CH3:9])[CH3:10])[cH:6]1)[C:13]([CH2:12][Cl:11])=[O:14]. The reactants are Clc1ncnc2c1CCN(Cc1ccccc1)C2, C1COCCO1, CCOCC, Nc1ccc(OC(F)F)cc1. Product: FC(F)Oc1ccc(Nc2ncnc3c2CCN(Cc2ccccc2)C3)cc1. Reaction SMILES: [CH2:1]([c:2]1[cH:3][cH:4][cH:5][cH:6][cH:7]1)[N:8]1[CH2:9][c:10]2[n:11][cH:12][n:13][c:14]([Cl:18])[c:15]2[CH2:16][CH2:17]1.[CH2:30]1[O:31][CH2:32][CH2:33][O:34][CH2:35]1.[CH3:36][CH2:37][O:38][CH2:39][CH3:40].[F:19][CH:20]([O:21][c:22]1[cH:23][cH:24][c:25]([NH2:28])[cH:26][cH:27]1)[F:29]>>[CH2:1]([c:2]1[cH:3][cH:4][cH:5][cH:6][cH:7]1)[N:8]1[CH2:9][c:10]2[n:11][cH:12][n:13][c:14]([NH:28][c:25]3[cH:24][cH:23][c:22]([O:21][CH:20]([F:19])[F:29])[cH:27][cH:26]3)[c:15]2[CH2:16][CH2:17]1. Starting materials: CN, CC#N, COc1ccc2c(c1)C(OC(C)C)=C(C(N)=O)S2=O. The product is CNC1=C(C(N)=O)S(=O)c2ccc(OC)cc21. Reaction SMILES: [CH3:1][NH2:2].[CH3:22][C:23]#[N:24].[CH3:3][O:4][c:5]1[cH:6][c:7]2[c:8]([cH:20][cH:21]1)[S:9](=[O:19])[C:10]([C:16](=[O:17])[NH2:18])=[C:11]2[O:12][CH:13]([CH3:14])[CH3:15]>>[CH3:1][NH:2][C:11]1=[C:10]([C:16](=[O:17])[NH2:18])[S:9](=[O:19])[c:8]2[c:7]1[cH:6][c:5]([O:4][CH3:3])[cH:21][cH:20]2. Reactants: ClC1=C(C=CC2=CC=CC=C12)N (1-Chloro-2-naphthalenamine), ClC1=CC(=NC=C1C(=O)OCC)Cl (ethyl 4,6-dichloronicotinate), Cl (HCl). Run in CCO (EtOH). The product is ClC1=NC=C(C(=O)OCC)C(=C1)NC1=C(C2=CC=CC=C2C=C1)Cl (ethyl 6-chloro-4-[(1-chloro-2-naphthyl)amino]nicotinate). Yield: 22.0%. Reaction SMILES: [Cl:1][C:2]1[C:11]2[C:6](=[CH:7][CH:8]=[CH:9][CH:10]=2)[CH:5]=[CH:4][C:3]=1[NH2:12].Cl[C:14]1[C:19]([C:20]([O:22][CH2:23][CH3:24])=[O:21])=[CH:18][N:17]=[C:16]([Cl:25])[CH:15]=1.Cl>CCO>[Cl:25][C:16]1[CH:15]=[C:14]([NH:12][C:3]2[CH:4]=[CH:5][C:6]3[C:11](=[CH:10][CH:9]=[CH:8][CH:7]=3)[C:2]=2[Cl:1])[C:19]([C:20]([O:22][CH2:23][CH3:24])=[O:21])=[CH:18][N:17]=1. Procedure details: 1-Chloro-2-naphthalenamine and ethyl 4,6-dichloronicotinate were reacted in a mixture of EtOH and conc. HCl as described for example 33, step A. The resultant solid was isolated by filtration and washed with 10% Et2O/Hexane, giving ethyl 6-chloro-4-[(1-chloro-2-naphthyl)amino]nicotinate (22%). 1H NMR [400 MHz, (CD3)2SO] δ 10.07 (br s, 1H), 8.75 (s, 1H), 8.23 (d, J=8.7 Hz, 1H), 8.09-8.05 (m, 2H), 7.77-7.71 (m, 2H), 7.66 (ddd, J=8.0, 6.9, 1.1 Hz, 1H), 6.75 (s, 1H), 4.41 (q, J=7.1 Hz, 2H), 1.38 (t,... Reaction SMILES: [CH2:38]1[O:39][CH2:40][CH2:41][CH2:42]1.[CH3:20][S:21]([Cl:22])(=[O:23])=[O:24].[CH3:25][CH2:26][O:27][C:28]([CH3:29])=[O:30].[Cl:1][c:2]1[cH:3][cH:4][c:5](-[c:8]2[cH:9][cH:10][c:11]([O:12][CH2:13][CH:14]([CH2:15][OH:16])[CH3:17])[cH:18][cH:19]2)[n:6][n:7]1.[OH2:31].[cH:32]1[cH:33][cH:34][n:35][cH:36][cH:37]1>>[Cl:1][c:2]1[cH:3][cH:4][c:5](-[c:8]2[cH:9][cH:10][c:11]([O:12][CH2:13][CH:14]([CH2:15][O:16][S:21]([CH3:20])(=[O:23])=[O:24])[CH3:17])[cH:18][cH:19]2)[n:6][n:7]1. The reactants are C1CCOC1, CS(=O)(=O)Cl, CCOC(C)=O, CC(CO)COc1ccc(-c2ccc(Cl)nn2)cc1, O, c1ccncc1. The product is CC(COc1ccc(-c2ccc(Cl)nn2)cc1)COS(C)(=O)=O. Reactants: CO, CS(=O)(=O)c1ccc(C(CC2CCC(=O)CC2)C(=O)Nc2cnccn2)cc1Cl, Cl, NO, c1ccncc1. The product is CS(=O)(=O)c1ccc(C(CC2CCC(=NO)CC2)C(=O)Nc2cnccn2)cc1Cl. RXN SMILES: [CH3:33][OH:34].[Cl:4][c:5]1[cH:6][c:7]([CH:15]([C:16](=[O:17])[NH:18][c:19]2[n:20][cH:21][cH:22][n:23][cH:24]2)[CH2:25][CH:26]2[CH2:27][CH2:28][C:29](=[O:32])[CH2:30][CH2:31]2)[cH:8][cH:9][c:10]1[S:11](=[O:12])(=[O:13])[CH3:14].[ClH:1].[NH2:2][OH:3].[cH:35]1[cH:36][cH:37][n:38][cH:39][cH:40]1>>[N:2]([OH:3])=[C:29]1[CH2:28][CH2:27][CH:26]([CH2:25][CH:15]([c:7]2[cH:6][c:5]([Cl:4])[c:10]([S:11](=[O:12])(=[O:13])[CH3:14])[cH:9][cH:8]2)[C:16](=[O:17])[NH:18][c:19]2[n:20][cH:21][cH:22][n:23][cH:24]2)[CH2:31][CH2:30]1. Starting materials: C(C1=CC=CC=C1)(=O)OC1=C(C=C(C=C1)Br)OC (4-bromo-2-methoxyphenyl benzoate), [OH-].[Na+] (sodium hydroxide), O (water). The solvent is C(C)O (ethanol). Product: BrC=1C=CC(=C(C1)O)OC (5-bromo-2-methoxyphenol). Isolated yield 98.3%. As a reaction SMILES: [C:1]([O:9][C:10]1[CH:15]=[CH:14][C:13]([Br:16])=[CH:12][C:11]=1[O:17]C)(=O)C1C=CC=CC=1.[OH-].[Na+].O>C(O)C>[Br:16][C:13]1[CH:14]=[CH:15][C:10]([O:9][CH3:1])=[C:11]([OH:17])[CH:12]=1 |f:1.2|. Reported procedure: A mixture of 4-bromo-2-methoxyphenyl benzoate (5 g), sodium hydroxide (3 g), water (5 mL) and ethanol (50 mL) is heated at reflux for 1.5 hours. It is then evaporated to low bulk and the resulting residue is treated with water (20 mL) and concentrated hydrochloric acid (10 mL), and extracted with dichloromethane (150 mL). The organic solution is extracted with saturated aqueous sodium bicarbonate solution (3×25 mL), dried over magnesium sulphate and evaporated, to give 5-bromo-2-methoxyphenol (3... Starting materials: P(=O)(Cl)(Cl)Cl (phosphorus oxychloride), N1C=NC=C1 (imidazole), C(C)(C)(C)OC(NC1CC(CCC1)C(N)=O)=O ((3-carbamoyl-cyclohexyl)-carbamic acid tert-butyl ester). Solvent: N1=CC=CC=C1 (pyridine). Conditions: time 3 hour. The product is C(C)(C)(C)OC(NC1CC(CCC1)C#N)=O ((3-cyano-cyclohexyl)-carbamic acid tert-butyl ester). The yield is 69.1%. As a reaction SMILES: P(Cl)(Cl)(Cl)=O.N1C=CN=C1.[C:11]([O:15][C:16](=[O:27])[NH:17][CH:18]1[CH2:23][CH2:22][CH2:21][CH:20]([C:24](=O)[NH2:25])[CH2:19]1)([CH3:14])([CH3:13])[CH3:12]>N1C=CC=CC=1>[C:11]([O:15][C:16](=[O:27])[NH:17][CH:18]1[CH2:23][CH2:22][CH2:21][CH:20]([C:24]#[N:25])[CH2:19]1)([CH3:14])([CH3:12])[CH3:13]. Procedure details: To a mixture of phosphorus oxychloride (4.60 g, 30.0 mmol) and imidazole (1.22 g, 18.0 mmol) in pyridine (40 mL) cooled in an ice-methanol bath was slowly added (3-carbamoyl-cyclohexyl)-carbamic acid tert-butyl ester (1.45 g, 6.00 mmol). The reaction was stirred for 3 hours, allowing to warm to room temperature. The suspension was filtered, the filtrate evaporated and the solids combined before partitioning between aq. NH4Cl (30 mL) and EtOAc (3×30 mL). The combined organic layers were dried (Mg... Reactants: C(C)(C)NC(C)C (diisopropyl amine), C(CCC)[Li] (n-butyl lithium), C(C)(C)[N-]C(C)C.[Li+] (Lithium diisopropyl amide), C(C)(C)(C)OC(=O)C1CC1 (cyclopropanecarboxylic acid tert-butyl ester), C(C=C)Br (allyl bromide), [Cl-].[NH4+] (ammonium chloride). Solvent: C1CCOC1 (THF), C1CCOC1 (THF), C1CCOC1 (THF). Reaction conditions: temperature 0 celsius, time 30 minute. Product: C(C)(C)(C)OC(=O)C1(CC1)CC=C (1-Allyl-cyclopropanecarboxylic acid tert-butyl ester). As a reaction SMILES: C([N-][CH:5]([CH3:7])[CH3:6])(C)C.[Li+].C(NC(C)C)(C)C.C([Li])CCC.[C:21]([O:25][C:26]([CH:28]1[CH2:30][CH2:29]1)=[O:27])([CH3:24])([CH3:23])[CH3:22].C(Br)C=C.[Cl-].[NH4+]>C1COCC1>[C:21]([O:25][C:26]([C:28]1([CH2:7][CH:5]=[CH2:6])[CH2:30][CH2:29]1)=[O:27])([CH3:24])([CH3:23])[CH3:22] |f:0.1,6.7|. Procedure details: Lithium diisopropyl amide was generated from 7.5 g (58.1 mmol) diisopropyl amine and 23.2 mL of 2.5 M n-butyl lithium in 200 mL THF at 0° C. under nitrogen. After stirring for 30 minutes at 0° C. the solution was taken to −78° C. where 7.5 g (52.8 mmol) of cyclopropanecarboxylic acid tert-butyl ester in 30 mL of THF was added dropwise over 5 min. After 4 h 12.8 g (106 mmol) of allyl bromide in 30 mL THF was added drop-wise over 10 min. to the clear golden solution. The reaction was allowed to sl...